Dataset: the Open Reaction Database (ORD), a public repository of structured organic reaction records. Task: describe an organic reaction: reactants, conditions, products, and yield The reactants are C(C1=CC=CO1)O (furfuryl alcohol), ice water, Cl.CNCC#C (N-methylpropargylamine hydrochloride), C=O (formalin), [OH-].[Na+] (NaOH). Yields the product CN(CC#C)CC1=CC=C(O1)CO (5-{[N-methyl-N-(2-propynyl)amino]methyl}-2-furanmethanol). As a reaction SMILES: [CH2:1]([OH:7])[C:2]1[O:6][CH:5]=[CH:4][CH:3]=1.Cl.[CH3:9][NH:10][CH2:11][C:12]#[CH:13].[CH2:14]=O.[OH-].[Na+]>>[CH3:9][N:10]([CH2:14][C:5]1[O:6][C:2]([CH2:1][OH:7])=[CH:3][CH:4]=1)[CH2:11][C:12]#[CH:13] |f:1.2,4.5|. Procedure: To furfuryl alcohol (2.49 g; 25.4 mmoles) which was cooled in an ice-water bath to 5° was added N-methylpropargylamine hydrochloride (4.0 g; 37.9 mmoles) and 40% formalin (3.13 ml; 41.7 mmoles), and the mixture stirred while allowed to reach ambient temperature. After 1 hour of stirring the solution was allowed to stand at ambient temperature for 41/2 days. The reaction mixture was poured into ice water, made strongly basic with 40% aqueous NaOH and extracted with five portions of methylene chlo... Starting materials: C(=C/C)/C1=C(NC=2C1=CC=C1C(C3=CC=CC=C3NC21)=O)C=C (3-((Z)-propenyl)-2-vinyl-1H,11H-1,11-diazacyclopenta[a]anthracen-6-one), [H-].[Na+] (NaH), ClC1=NC(=NC(=N1)C1=CC=CC=C1)C1=CC=CC=C1 (2-chloro-4,6-diphenyl-1,3,5-triazine). Run in ClCCl (dichloromethane), ClCCl (dichloromethane). Reaction conditions: time 1 hour. The product is C1(=CC=CC=C1)C1=NC(=NC(=N1)C1=CC=CC=C1)N1C=2C3=C(C=CC2C(C=2C=CC=CC12)=O)C=1C=CC=CC1N3C3=NC(=NC(=N3)C3=CC=CC=C3)C3=CC=CC=C3 (12,13-Bis-(4,6-diphenyl-1,3,5-triazin-2-yl)-12,13-dihydro-indolo[3,2-c]acridin-7-one). RXN SMILES: [H-].[Na+].[CH:3](/[C:6]1[C:10]2=[CH:11][CH:12]=[C:13]3[C:22]([NH:21][C:20]4[C:15](=[CH:16][CH:17]=[CH:18][CH:19]=4)[C:14]3=[O:23])=[C:9]2[NH:8][C:7]=1[CH:24]=C)=[CH:4]/[CH3:5].Cl[C:27]1[N:32]=[C:31]([C:33]2[CH:38]=[CH:37][CH:36]=[CH:35][CH:34]=2)[N:30]=[C:29]([C:39]2[CH:44]=[CH:43][CH:42]=[CH:41][CH:40]=2)[N:28]=1>ClCCl>[C:39]1([C:29]2[N:30]=[C:31]([C:33]3[CH:38]=[CH:37][CH:36]=[CH:35][CH:34]=3)[N:32]=[C:27]([N:21]3[C:20]4[CH:19]=[CH:18][CH:17]=[CH:16][C:15]=4[C:14](=[O:23])[C:13]4[CH:12]=[CH:11][C:10]5[C:6]6[CH:3]=[CH:4][CH:5]=[CH:24][C:7]=6[N:8]([C:27]6[N:32]=[C:31]([C:33]7[CH:38]=[CH:37][CH:36]=[CH:35][CH:34]=7)[N:30]=[C:29]([C:39]7[CH:40]=[CH:41][CH:42]=[CH:43][CH:44]=7)[N:28]=6)[C:9]=5[C:22]3=4)[N:28]=2)[CH:44]=[CH:43][CH:42]=[CH:41][CH:40]=1 |f:0.1|. Reported procedure: 3 g (75 mmol) of NaH (60% in oil) are initially introduced in 150 ml of dichloromethane. A solution of 8.4 g (28 mmol) of 3-((Z)-propenyl)-2-vinyl-1H,11H-1,11-diazacyclopenta[a]anthracen-6-one in dichloromethane is added dropwise at RT. After 1 h, 17 g (62 mmol) of 2-chloro-4,6-diphenyl-1,3,5-triazine are added dropwise, and the mixture is stirred at room temperature for 8 h. The solid which has precipitated out is recrystallised from toluene. The crystals which have deposited are filtered off w...